Dataset: the Open Reaction Database (ORD), a public repository of structured organic reaction records. Task: describe an organic reaction: reactants, conditions, products, and yield Reactants: O1[C@]23[C@H]1C[C@@H]([C@@]2(C)CC[C@@H]2[C@]1(CC[C@@H](C[C@H]1CC[C@@H]32)O)C)C3=COC=C3 (14β,15β-epoxy-17β-(3-furyl)-5β-androstan-3β-ol), C[N+]1(CCOCC1)[O-] (4-methylmorpholine N-oxide), 4A. The reagents and catalysts are [Ru](=O)(=O)(=O)[O-].C(CC)[N+](CCC)(CCC)CCC (tetrapropylammonium perruthenate). Solvent: C(Cl)Cl (methylene chloride). Yields the product O1[C@]23[C@H]1C[C@@H]([C@@]2(C)CC[C@@H]2[C@]1(CCC(C[C@H]1CC[C@@H]32)=O)C)C3=COC=C3 (14β,15β-epoxy-17β-(3-furyl)-5β-androstan-3-one). Yield: 158.9%. As a reaction SMILES: [O:1]1[C@@H:3]2[CH2:4][C@H:5]([C:22]3[CH:26]=[CH:25][O:24][CH:23]=3)[C@:6]3([CH2:8][CH2:9][C@H:10]4[C@H:19]([C@@:2]123)[CH2:18][CH2:17][C@H:16]1[C@:11]4([CH3:21])[CH2:12][CH2:13][C@H:14]([OH:20])[CH2:15]1)[CH3:7].C[N+]1([O-])CCOCC1>C(Cl)Cl.[Ru]([O-])(=O)(=O)=O.C([N+](CCC)(CCC)CCC)CC>[O:1]1[C@@H:3]2[CH2:4][C@H:5]([C:22]3[CH:26]=[CH:25][O:24][CH:23]=3)[C@:6]3([CH2:8][CH2:9][C@H:10]4[C@H:19]([C@@:2]123)[CH2:18][CH2:17][C@H:16]1[C@:11]4([CH3:21])[CH2:12][CH2:13][C:14](=[O:20])[CH2:15]1)[CH3:7] |f:3.4|. Reported procedure: To a solution of 5.0 g of 14β,15β-epoxy-17β-(3-furyl)-5β-androstan-3β-ol (E. Yoshii et al., Chem. Pharm. Bull., 1976, 24, 3216) in 70 ml of methylene chloride, 2.5 g of 4-methylmorpholine N-oxide, 0.25 g of tetrapropylammonium perruthenate and 4.0 g of powdered 4A molecular sieves were added at room temperature. After 4 hrs the solvent was evaporated to dryness under reduced pressure and the crude product purified by flash-chromatography (SiO2) using n-hexane/ethyl acetate 70/30 as eluant to giv... Reactants: Oc1cccc(Br)c1, O=C([O-])[O-], ClCCN1CCCC1, [K+], [K+], CN(C)C=O. Product: Brc1cccc(OCCN2CCCC2)c1. As a reaction SMILES: [Br:1][c:2]1[cH:3][c:4]([OH:8])[cH:5][cH:6][cH:7]1.[C:17](=[O:18])([O-:19])[O-:20].[Cl:9][CH2:10][CH2:11][N:12]1[CH2:13][CH2:14][CH2:15][CH2:16]1.[K+:21].[K+:22].[O:23]=[CH:24][N:25]([CH3:26])[CH3:27]>>[Br:1][c:2]1[cH:3][c:4]([O:8][CH2:10][CH2:11][N:12]2[CH2:13][CH2:14][CH2:15][CH2:16]2)[cH:5][cH:6][cH:7]1. Reactants: C(C)(C)(C)OC(=O)NCCN1CCN(CC1)C1=CC=C(C=C1)NC1=CC(=C(C=N1)CC(=O)N)NCC1=CC(=CC(=C1)F)F (6-[(4-{4-[2-(tert-butoxycarbonyl)aminoethyl]piperazin-1-yl}phenyl)amino]-4-[(3,5-difluorobenzyl)amino]pyridine-3-carboxyamide), C(C)(C)(C)OC(=O)NCCN1CCN(CC1)C1=CC=C(C=C1)NC1=CC(=C(C=N1)CC(=O)N)NCC1=CC(=CC(=C1)F)F (6-[(4-{4-[2-(tert-butoxycarbonyl)aminoethyl]piperazin-1-yl}phenyl)amino]-4-[(3,5-difluorobenzyl)amino]pyridine-3-carboxyamide), Cl.C(C)(=O)OCC (hydrochloric acid ethyl acetate). The solvent is C(Cl)(Cl)Cl (chloroform). Conditions: time 2 hour. Product: NCCN1CCN(CC1)C1=CC=C(C=C1)NC1=CC(=C(C=N1)CC(=O)N)NCC1=CC(=CC(=C1)F)F (6-({4-{4-(2-aminoethyl)piperazin-1-yl]phenyl}amino]-4-[(3,5-difluorobenzyl)amino]pyridine-3-carboxyamide). The yield is 100.2%. As a reaction SMILES: C(OC([NH:8][CH2:9][CH2:10][N:11]1[CH2:16][CH2:15][N:14]([C:17]2[CH:22]=[CH:21][C:20]([NH:23][C:24]3[N:29]=[CH:28][C:27]([CH2:30][C:31]([NH2:33])=[O:32])=[C:26]([NH:34][CH2:35][C:36]4[CH:41]=[C:40]([F:42])[CH:39]=[C:38]([F:43])[CH:37]=4)[CH:25]=3)=[CH:19][CH:18]=2)[CH2:13][CH2:12]1)=O)(C)(C)C.Cl.C(OCC)(=O)C>C(Cl)(Cl)Cl>[NH2:8][CH2:9][CH2:10][N:11]1[CH2:16][CH2:15][N:14]([C:17]2[CH:22]=[CH:21][C:20]([NH:23][C:24]3[N:29]=[CH:28][C:27]([CH2:30][C:31]([NH2:33])=[O:32])=[C:26]([NH:34][CH2:35][C:36]4[CH:41]=[C:40]([F:42])[CH:39]=[C:38]([F:43])[CH:37]=4)[CH:25]=3)=[CH:19][CH:18]=2)[CH2:13][CH2:12]1 |f:1.2|. Reported procedure: 18 mg of 6-[(4-{4-[2-(tert-butoxycarbonyl)aminoethyl]piperazin-1-yl}phenyl)amino]-4-[(3,5-difluorobenzyl)amino]pyridine-3-carboxyamide (the compound of Example 247) was dissolved in 0.5 mL of chloroform, to which, under ice cooling, 0.5 mL of 4 mol/L hydrochloric acid-ethyl acetate was added, and stirred at room temperature for 2 hours. The solvent was evaporated and the residue was purified by silica gel thin layer chromatography (chloroform:ammonia methanol=10:1) to obtain 15 mg (95%) of the t... Starting materials: FC(C1=CC=C(C=O)C=C1)(F)F (4-(trifluoromethyl)-benzaldehyde), S(=O)(=O)(C1=CC=C(C)C=C1)C[N+]#[C-] (tosylmethylisocyanide), [C-]#N.[Na+] (NaCN). Product: C=1(C(=CC=CC1)S(=O)(=O)[C@H]1N=CO[C@@H]1C1=CC=C(C=C1)C(F)(F)F)C ((4R*,5R*)-4-Toluenesulfonyl-5-[4-(trifluoromethyl)phenyl]-4,5-dihydro-1,3-oxazole). RXN SMILES: [F:1][C:2]([F:12])([F:11])[C:3]1[CH:10]=[CH:9][C:6]([CH:7]=[O:8])=[CH:5][CH:4]=1.[S:13]([CH2:23][N+:24]#[C-:25])([C:16]1[CH:22]=[CH:21][C:19](C)=[CH:18][CH:17]=1)(=[O:15])=[O:14].[C-:26]#N.[Na+]>>[C:22]1([CH3:26])[C:16]([S:13]([C@@H:23]2[C@@H:7]([C:6]3[CH:9]=[CH:10][C:3]([C:2]([F:11])([F:12])[F:1])=[CH:4][CH:5]=3)[O:8][CH:25]=[N:24]2)(=[O:14])=[O:15])=[CH:17][CH:18]=[CH:19][CH:21]=1 |f:2.3|. Procedure details: In a manner analogous to Preparation 1, 4-(trifluoromethyl)-benzaldehyde (0.54 mL, 3.95 mmol), tosylmethylisocyanide (0.75 g, 3.84 mmol) and NaCN (0.02 g, 0.40 mmol) gave the desired compound as a tan solid. MS(ES+) m/z 411.2 (M+CH3CN+). Reactants: CCOP(=O)(Cc1cc(OC)ccc1Br)OCC, CC(C)(C)OC(=O)N1CCC(=O)CC1, COCCOC, [H-], [Na+], O. Yields the product COc1ccc(Br)c(C=C2CCN(C(=O)OC(C)(C)C)CC2)c1. Reaction SMILES: [Br:3][c:4]1[c:5]([CH2:6][P:7](=[O:8])([O:9][CH2:10][CH3:11])[O:12][CH2:13][CH3:14])[cH:15][c:16]([O:19][CH3:20])[cH:17][cH:18]1.[C:21]([CH3:22])([CH3:23])([CH3:24])[O:25][C:26](=[O:27])[N:28]1[CH2:29][CH2:30][C:31](=[O:34])[CH2:32][CH2:33]1.[CH3:35][O:36][CH2:37][CH2:38][O:39][CH3:40].[H-:1].[Na+:2].[OH2:41]>>[Br:3][c:4]1[c:5]([CH:6]=[C:31]2[CH2:30][CH2:29][N:28]([C:26]([O:25][C:21]([CH3:22])([CH3:23])[CH3:24])=[O:27])[CH2:33][CH2:32]2)[cH:15][c:16]([O:19][CH3:20])[cH:17][cH:18]1. Reactants: CCOC(C)=O, CC(=O)O, Nc1cc(Cl)c(OC(F)(F)C(F)F)cc1[N+](=O)[O-], Cl, [Fe], Nc1ccccc1[N+](=O)[O-], O. Yields the product Nc1cc(Cl)c(OC(F)(F)C(F)F)cc1N. RXN SMILES: [CH3:31][CH2:32][O:33][C:34](=[O:35])[CH3:36].[CH3:37][C:38](=[O:39])[OH:40].[Cl:1][c:2]1[c:3]([O:12][C:13]([CH:14]([F:15])[F:16])([F:17])[F:18])[cH:4][c:5]([N+:9]([O-:10])=[O:11])[c:6]([NH2:7])[cH:8]1.[Cl:29].[Fe:41].[N+:19]([c:20]1[cH:21][cH:22][cH:23][cH:24][c:25]1[NH2:26])([O-:27])=[O:28].[OH2:30]>>[Cl:1][c:2]1[c:3]([O:12][C:13]([CH:14]([F:15])[F:16])([F:17])[F:18])[cH:4][c:5]([NH2:9])[c:6]([NH2:7])[cH:8]1.